From a dataset of the Open Reaction Database (ORD), a public repository of structured organic reaction records. describe an organic reaction: reactants, conditions, products, and yield Starting materials: OCc1cn(C(c2ccccc2)(c2ccccc2)c2ccccc2)cn1, CN(C)C=O, [H-], [Na+], N#Cc1ccc(C2CO2)cc1. RXN SMILES: [C:3]([c:4]1[cH:5][cH:6][cH:7][cH:8][cH:9]1)([c:10]1[cH:11][cH:12][cH:13][cH:14][cH:15]1)([c:16]1[cH:17][cH:18][cH:19][cH:20][cH:21]1)[n:22]1[cH:23][n:24][c:25]([CH2:27][OH:28])[cH:26]1.[CH3:40][N:41]([CH3:42])[CH:43]=[O:44].[H-:1].[Na+:2].[O:29]1[CH:30]([c:32]2[cH:33][cH:34][c:35]([C:36]#[N:37])[cH:38][cH:39]2)[CH2:31]1>>[C:3]([c:4]1[cH:5][cH:6][cH:7][cH:8][cH:9]1)([c:10]1[cH:11][cH:12][cH:13][cH:14][cH:15]1)([c:16]1[cH:17][cH:18][cH:19][cH:20][cH:21]1)[n:22]1[cH:23][n:24][c:25]([CH2:27][O:28][CH2:31][CH:30]([OH:29])[c:32]2[cH:33][cH:34][c:35]([C:36]#[N:37])[cH:38][cH:39]2)[cH:26]1. Yields the product N#Cc1ccc(C(O)COCc2cn(C(c3ccccc3)(c3ccccc3)c3ccccc3)cn2)cc1. The reactants are ClCCl, O=C(OC(Cl)(Cl)Cl)OC(Cl)(Cl)Cl, C1CCN(C2CCNCC2)CC1. RXN SMILES: [CH2:25]([Cl:26])[Cl:27].[Cl:1][C:2]([Cl:3])([O:4][C:5](=[O:6])[O:7][C:8]([Cl:9])([Cl:10])[Cl:11])[Cl:12].[N:13]1([CH:19]2[CH2:20][CH2:21][NH:22][CH2:23][CH2:24]2)[CH2:14][CH2:15][CH2:16][CH2:17][CH2:18]1>>[Cl:1][C:2](=[O:4])[N:22]1[CH2:21][CH2:20][CH:19]([N:13]2[CH2:14][CH2:15][CH2:16][CH2:17][CH2:18]2)[CH2:24][CH2:23]1. Product: O=C(Cl)N1CCC(N2CCCCC2)CC1. The reactants are COC(CCC\C=C/CN1[C@H](CCC1=O)COC(NCC1=CC=CC=C1)=O)=O ((Z)-7-((R)-2-Benzylcarbamoyloxymethyl-5-oxo-pyrrolidin-1-yl)-hept-5-enoic acid methyl ester). The reagents and catalysts are [Pd] (Palladium on carbon). Solvent: CO (MeOH). Reaction conditions: time 3.5 hour. Product: COC(CCCCCCN1[C@H](CCC1=O)COC(NCC1=CC=CC=C1)=O)=O (7-((R)-2-Benzylcarbamoyloxymethyl-5-oxo-pyrrolidin-1-yl)-heptanoic acid methyl ester). The yield is 84.5%. As a reaction SMILES: [CH3:1][O:2][C:3](=[O:28])[CH2:4][CH2:5][CH2:6]/[CH:7]=[CH:8]\[CH2:9][N:10]1[C:14](=[O:15])[CH2:13][CH2:12][C@@H:11]1[CH2:16][O:17][C:18](=[O:27])[NH:19][CH2:20][C:21]1[CH:26]=[CH:25][CH:24]=[CH:23][CH:22]=1>[Pd].CO>[CH3:1][O:2][C:3](=[O:28])[CH2:4][CH2:5][CH2:6][CH2:7][CH2:8][CH2:9][N:10]1[C:14](=[O:15])[CH2:13][CH2:12][C@@H:11]1[CH2:16][O:17][C:18](=[O:27])[NH:19][CH2:20][C:21]1[CH:26]=[CH:25][CH:24]=[CH:23][CH:22]=1. Procedure details: Palladium on carbon (10 mol %, 7 mg) was added to a solution of alkene 21 (39 mg, 0.10 mmol) in MeOH (2.5 mL). The flask was evacuated and refilled with hydrogen (3×), and the reaction mixture was stirred vigorously under a balloon of hydrogen for 3.5 h. The mixture was then filtered through celite, washing with MeOH (5 mL) and the filtrate was concentrated in vacuo to afford 33 mg (85%) of the title compound (23). The reactants are BrC1=CN=C(S1)C(C)(C)O (2-(5-bromo-1,3-thiazol-2-yl)propan-2-ol), SCCC(=O)OC (methyl 3-mercaptopropionate). The reagents and catalysts are [I-].[Zn+2].[I-] (zinc iodide). Solvent: O (water), ClCCCl (1,2-DCE). The product is BrC1=CN=C(S1)C(C)(C)SCCC(=O)OC (methyl 3-{[2-(5-bromo-1,3-thiazol-2-yl)propan-2-yl]sulfanyl}propanoate). The yield is 95.8%. As a reaction SMILES: [Br:1][C:2]1[S:6][C:5]([C:7](O)([CH3:9])[CH3:8])=[N:4][CH:3]=1.[SH:11][CH2:12][CH2:13][C:14]([O:16][CH3:17])=[O:15]>ClCCCl.O.[I-].[Zn+2].[I-]>[Br:1][C:2]1[S:6][C:5]([C:7]([S:11][CH2:12][CH2:13][C:14]([O:16][CH3:17])=[O:15])([CH3:9])[CH3:8])=[N:4][CH:3]=1 |f:4.5.6|. Procedure details: The product of Step 2 (9.00 g, 40.5 mmol) was taken up in 1,2-DCE (400 mL) before adding methyl 3-mercaptopropionate (9.74 g, 81 mmol) and zinc iodide (38.8 g, 122 mmol). The reaction was stirred at reflux for 5 h. The suspension was diluted with water and extracted with dichloromethane (2×). The combined organic layers were washed with brine, dried (Na2SO4), filtered and evaporated. Flash chromatography (0-15% ethyl acetate in hexanes) provided methyl 3-{[2-(5-bromo-1,3-thiazol-2-yl)propan-2-yl... Reactants: CNC (Dimethylamine), C=O (formaldehyde), Cl.C(C=C)N1C(=C(C=2C1=C(N=C(C2)C(=O)N2CCN(CC2)C)N2CC1=CC=CC=C1CC2)CC#N)C ([1-allyl-7-(3,4-dihydro-1H-isoquinolin-2-yl)-2-methyl-5-(4-methylpiperazin-1-carbonyl)-1H-pyrrolo[2,3-c]pyridin-3-yl]-acetonitrile hydrochloride), solid, IC (iodomethane). The solvent is C(C)O (ethanol), C(C)(=O)O (acetic acid), C(C)O (ethanol). Reaction conditions: time 8 hour. Product: [I-].C(C=C)N1C(=C(C=2C1=C(N=C(C2)C(=O)N2CCN(CC2)C)N2CC1=CC=CC=C1CC2)C[N+](C)(C)C)C ([1-allyl-7-(3,4-dihydro-1H-isoquinolin-2-yl)-2-methyl-5-(4-methylpiperazin-1-carbonyl)-1H-pyrrolo[2,3-c]pyridin-3-ylmethyl]-trimethylammonium iodide). Reaction SMILES: [CH3:1][NH:2][CH3:3].[CH2:4]=O.Cl.[CH2:7]([N:10]1[C:14]2=[C:15]([N:28]3[CH2:37][CH2:36][C:35]4[C:30](=[CH:31][CH:32]=[CH:33][CH:34]=4)[CH2:29]3)[N:16]=[C:17]([C:19]([N:21]3[CH2:26][CH2:25][N:24]([CH3:27])[CH2:23][CH2:22]3)=[O:20])[CH:18]=[C:13]2[C:12]([CH2:38]C#N)=[C:11]1[CH3:41])[CH:8]=[CH2:9].[I:42]C>C(O)C.C(O)(=O)C>[I-:42].[CH2:7]([N:10]1[C:14]2=[C:15]([N:28]3[CH2:37][CH2:36][C:35]4[C:30](=[CH:31][CH:32]=[CH:33][CH:34]=4)[CH2:29]3)[N:16]=[C:17]([C:19]([N:21]3[CH2:26][CH2:25][N:24]([CH3:27])[CH2:23][CH2:22]3)=[O:20])[CH:18]=[C:13]2[C:12]([CH2:38][N+:2]([CH3:4])([CH3:3])[CH3:1])=[C:11]1[CH3:41])[CH:8]=[CH2:9] |f:2.3,7.8|. Procedure: Dimethylamine (1.05 ml, 2.1 mmol), acetic acid (0.81 ml), and formaldehyde (442 μl) were added to a solution of 1-allyl-7-(3,4-dihydro-1H-isoquinolin-2-yl)-2-methyl-1H-pyrrolo[2,3-c]pyridin-5-yl]-(4-methylpiperazin-1-yl)-methanone (600 mg, 1.40 mmol) prepared in Step 2 in ethanol (5 ml). The reaction mixture was refluxed overnight and then concentrated under reduced pressure. The resulting residue was purified with silica gel column chromatography (methanol/dichloromethane=1/10, v/v). The result...